From a dataset of the Open Reaction Database (ORD), a public repository of structured organic reaction records. describe an organic reaction: reactants, conditions, products, and yield Starting materials: [K].C1(=CC=CC=C1)S(=O)(=O)NC(C1=CC(=C(C=C1)NC(C)=O)N)=O (N-benzenesulfonyl-3-amino-4-acetylaminobenzamide potassium salt), C(C1=CC=CC=C1)OC1=CC=C(CBr)C=C1 (4-benzyloxybenzyl bromide), C(O)([O-])=O.[K+] (potassium hydrogencarbonate). The solvent is CN(C=O)C (N,N-dimethylformamide). Reaction conditions: temperature 90 celsius, time 1 hour. The product is C1(=CC=CC=C1)S(=O)(=O)NC(C1=CC(=C(C=C1)NC(C)=O)NCC1=CC=C(C=C1)OCC1=CC=CC=C1)=O (N-benzenesulfonyl-4-acetylamino-3-(4-benzyloxybenzylamino)benzamide). As a reaction SMILES: [K].[C:2]1([S:8]([NH:11][C:12](=[O:24])[C:13]2[CH:18]=[CH:17][C:16]([NH:19][C:20](=[O:22])[CH3:21])=[C:15]([NH2:23])[CH:14]=2)(=[O:10])=[O:9])[CH:7]=[CH:6][CH:5]=[CH:4][CH:3]=1.[CH2:25]([O:32][C:33]1[CH:40]=[CH:39][C:36]([CH2:37]Br)=[CH:35][CH:34]=1)[C:26]1[CH:31]=[CH:30][CH:29]=[CH:28][CH:27]=1.C(=O)([O-])O.[K+]>CN(C)C=O>[C:2]1([S:8]([NH:11][C:12](=[O:24])[C:13]2[CH:18]=[CH:17][C:16]([NH:19][C:20](=[O:22])[CH3:21])=[C:15]([NH:23][CH2:37][C:36]3[CH:39]=[CH:40][C:33]([O:32][CH2:25][C:26]4[CH:31]=[CH:30][CH:29]=[CH:28][CH:27]=4)=[CH:34][CH:35]=3)[CH:14]=2)(=[O:9])=[O:10])[CH:3]=[CH:4][CH:5]=[CH:6][CH:7]=1 |f:0.1,3.4,^1:0|. Procedure: A mixture containing 0.500 g of N-benzenesulfonyl-3-amino-4-acetylaminobenzamide potassium salt, 0.470 g of 4-benzyloxybenzyl bromide, 0.925 g of a 20% potassium hydrogencarbonate aqueous solution and 3 ml of N,N-dimethylformamide was stirred at 90° C. for 1 hour. The reaction solution was concentrated, and was purified through silica-gel column chromatography (eluent: a mixture of ethyl acetate and methanol at a ratio of 9:1) to obtain crude N-benzenesulfonyl-4-acetylamino-3-(4-benzyloxybenzyla... Reaction SMILES: [CH3:49][CH2:50][O:51][C:52](=[O:53])[CH3:54].[CH3:56][OH:57].[CH:1]1([c:6]2[c:7]([CH2:19][O:20][c:21]3[cH:22][cH:23][c:24](-[c:27]4[cH:28][c:29]5[cH:30][cH:31][c:32]([C:37](=[O:38])[O:39][CH3:40])[n:33][c:34]5[cH:35][cH:36]4)[cH:25][cH:26]3)[c:8](-[c:11]3[c:12]([Cl:18])[cH:13][cH:14][cH:15][c:16]3[Cl:17])[n:9][o:10]2)[CH2:2][CH2:3][CH2:4][CH2:5]1.[ClH:48].[Na+:47].[O:41]1[CH2:42][CH2:43][CH2:44][CH2:45]1.[OH-:46].[OH2:55]>>[CH:1]1([c:6]2[c:7]([CH2:19][O:20][c:21]3[cH:22][cH:23][c:24](-[c:27]4[cH:28][c:29]5[cH:30][cH:31][c:32]([C:37](=[O:38])[OH:39])[n:33][c:34]5[cH:35][cH:36]4)[cH:25][cH:26]3)[c:8](-[c:11]3[c:12]([Cl:18])[cH:13][cH:14][cH:15][c:16]3[Cl:17])[n:9][o:10]2)[CH2:2][CH2:3][CH2:4][CH2:5]1. Starting materials: CCOC(C)=O, CO, COC(=O)c1ccc2cc(-c3ccc(OCc4c(-c5c(Cl)cccc5Cl)noc4C4CCCC4)cc3)ccc2n1, Cl, [Na+], C1CCOC1, [OH-], O. The product is O=C(O)c1ccc2cc(-c3ccc(OCc4c(-c5c(Cl)cccc5Cl)noc4C4CCCC4)cc3)ccc2n1. The reactants are COc1cc2c(cc1[N+](=O)[O-])CN(C(C)C)CC2, CCOC(C)=O, CO, [H][H]. Yields the product COc1cc2c(cc1N)CN(C(C)C)CC2. Reaction SMILES: [CH3:1][CH:2]([CH3:3])[N:4]1[CH2:5][c:6]2[cH:7][c:8]([N+:16]([O-:17])=[O:18])[c:9]([O:14][CH3:15])[cH:10][c:11]2[CH2:12][CH2:13]1.[CH3:21][CH2:22][O:23][C:24](=[O:25])[CH3:26].[CH3:27][OH:28].[H:19][H:20]>>[CH3:1][CH:2]([CH3:3])[N:4]1[CH2:5][c:6]2[cH:7][c:8]([NH2:16])[c:9]([O:14][CH3:15])[cH:10][c:11]2[CH2:12][CH2:13]1. Starting materials: O(C1=CC=CC=C1)CC(=O)NC1C2SCN(C(N2C1=O)C(=O)OCC1=CC=CC=C1)C(C)=O (benzyl 7-phenoxyacetamido-8-oxo-3-acetyl-5-thia-1,3-diazabicyclo[4,2,0]octane-2-carboxylate), C([O-])([O-])=O.[Na+].[Na+] (sodium carbonate). Solvent: O1CCCC1 (tetrahydrofuran). Reaction conditions: temperature 0 celsius, time 30 minute. Yields the product O(C1=CC=CC=C1)CC(=O)NC1C2SCN(C(N2C1=O)C(=O)O)C(C)=O (7-phenoxyacetamido-8-oxo-3-acetyl-5-thia-1,3-diazabicyclo[4,2,0]octane-2-carboxylic acid). The yield is 96.9%. As a reaction SMILES: [O:1]([CH2:8][C:9]([NH:11][CH:12]1[C:19](=[O:20])[N:18]2[CH:13]1[S:14][CH2:15][N:16]([C:31](=[O:33])[CH3:32])[CH:17]2[C:21]([O:23]CC1C=CC=CC=1)=[O:22])=[O:10])[C:2]1[CH:7]=[CH:6][CH:5]=[CH:4][CH:3]=1.C(=O)([O-])[O-].[Na+].[Na+]>O1CCCC1>[O:1]([CH2:8][C:9]([NH:11][CH:12]1[C:19](=[O:20])[N:18]2[CH:13]1[S:14][CH2:15][N:16]([C:31](=[O:33])[CH3:32])[CH:17]2[C:21]([OH:23])=[O:22])=[O:10])[C:2]1[CH:7]=[CH:6][CH:5]=[CH:4][CH:3]=1 |f:1.2.3|. Procedure details: To a cooled solution of benzyl 7-phenoxyacetamido-8-oxo-3-acetyl-5-thia-1,3-diazabicyclo[4,2,0]octane-2-carboxylate (300 mg.) in tetrahydrofuran (9 ml.) was added an aqueous solution (8 ml.) of sodium carbonate (107 mg.). The mixture was stirred at 0° C. for 75 minutes and at room temperature for additional 30 minutes. After removal of the tetrahydrofuran, the remaining aqueous layer was washed with ethyl acetate, acidified to pH 2 with 1N hydrochloric acid and extracted three times with methyle... Starting materials: ClC1=C(C=C(C=C1)Cl)Br (2,5-dichloro-1-bromobenzene), NC=1C=C2[C@@H]3[C@H](CN4C2=C(C1)CCC4)CN(C3)C(=O)OC(C)(C)C ((±)-cis-tert-butyl 2-amino-5,6,8a,9,11,11a-hexahydro-4H-pyrido[3,2,1-ij]pyrrolo[3,4-c]quinoline-10(8H)-carboxylate). Yields the product ClC1=C(C=C(C=C1)Cl)NC=1C=C2[C@@H]3[C@H](CN4C2=C(C1)CCC4)CNC3 ((±)-cis-N-(2,5-dichlorophenyl)-5,6,8,8a,9,10,11,11a-octahydro-4H-pyrido[3,2,1-ij]pyrrolo[3,4-c]quinolin-2-amine). Reaction SMILES: [Cl:1][C:2]1[CH:7]=[CH:6][C:5]([Cl:8])=[CH:4][C:3]=1Br.[NH2:10][C:11]1[CH:12]=[C:13]2[C:18]3=[C:19]([CH2:21][CH2:22][CH2:23][N:17]3[CH2:16][C@@H:15]3[CH2:24][N:25](C(OC(C)(C)C)=O)[CH2:26][C@H:14]23)[CH:20]=1>>[Cl:1][C:2]1[CH:7]=[CH:6][C:5]([Cl:8])=[CH:4][C:3]=1[NH:10][C:11]1[CH:12]=[C:13]2[C:18]3=[C:19]([CH2:21][CH2:22][CH2:23][N:17]3[CH2:16][C@@H:15]3[CH2:24][NH:25][CH2:26][C@H:14]23)[CH:20]=1. Reported procedure: Using 2,5-dichloro-1-bromobenzene and following the procedures described in EXAMPLE 17, Parts B and C, (±)-cis-tert-butyl 2-amino-5,6,8a,9,11,11a-hexahydro-4H-pyrido[3,2,1-ij]pyrrolo[3,4-c]quinoline-10(8H)-carboxylate, from EXAMPLE 17, Part A, was converted to the title compound of EXAMPLE 19. 1H NMR (CDCl3): δ 7.18 (d, 1H, J=8.4 Hz), 6.86 (d, 1H, J=2.2 Hz), 6.74 (s, 1H), 6.70 (s, 1H), 6.62 (dd, 1H, J=8.4, 2.6 Hz), 5.87 (s, 1H), 3.48-3.30 (m, 2H), 3.21 (q, 1H, J=7.6 Hz), 3.13-3.05 (m, 2H), 2.99 ... The reactants are C(CCC)[Li] (n-Butyl lithium), CC=1N=CSC1 (4-methylthiazole), FC1=C(C=CC=C1)[N+](=O)[O-] (2-fluoronitrobenzene). Solvent: C1CCOC1 (THF). Reaction conditions: temperature -78 celsius, time 1.5 hour. The product is CC=1N=C(SC1)C1=C(C=CC=C1)[N+](=O)[O-] (4-Methyl-2-(2-nitrophenyl)-1,3-thiazole). Isolated yield 16.9%. As a reaction SMILES: [CH3:1][C:2]1[N:3]=[CH:4][S:5][CH:6]=1.C([Li])CCC.F[C:13]1[CH:18]=[CH:17][CH:16]=[CH:15][C:14]=1[N+:19]([O-:21])=[O:20]>C1COCC1>[CH3:1][C:2]1[N:3]=[C:4]([C:13]2[CH:18]=[CH:17][CH:16]=[CH:15][C:14]=2[N+:19]([O-:21])=[O:20])[S:5][CH:6]=1. Procedure: A solution of 4-methylthiazole (4.0 g, 40.33 mmol) in THF (80 mL) was cooled to −78° C. under nitrogen. n-Butyl lithium (20.4 mL of 2M in hexanes, 40.8 mmol) was added to the reaction mixture slowly over 3 minutes. The reaction mixture was stirred for about 1.5 hours at −78° C., and then 2-fluoronitrobenzene (6.24 g, 44.23 mmol) was added. After stirring at −78° C. for another 30 minutes, the reaction mixture was allowed to warm to room temperature. The reaction mixture was stirred for about 2 h... The reactants are OOS(=O)[O-].[K+] (oxone), OC1C2=C(SC(C1)CCC)SC(=C2)S(=O)(=O)N (5,6-Dihydro-4-hydroxy-6-(n-propyl)-4H-thieno[2,3-b]thiopyran-2-sulfonamide). Procedure: A solution of "oxone"® (196.7 g, 0.32 mol) in water (870 ml) was added to a stirred solution of 5 (56.6 g, 0.19 mol) in methanol (870 ml) over 45 minutes. After stirring at ambient temperature for 20 hours, the mixture was filtered and the solid washed with methanol. The combined filtrate and washings were concentrated in vacuo below 50° C. to remove methanol. The aqueous suspension was extracted with ethyl acetate (1000 ml and 2×600 ml), the combined extracts were washed twice with water, dried... RXN SMILES: OO[S:3]([O-:5])=[O:4].[K+].[OH:7][CH:8]1[CH2:13][CH:12]([CH2:14][CH2:15][CH3:16])S[C:10]2[S:17][C:18]([S:20]([NH2:23])(=[O:22])=[O:21])=[CH:19][C:9]1=2>O.CO>[OH:7][CH:8]1[CH2:13][CH:12]([CH2:14][CH2:15][CH3:16])[S:3](=[O:5])(=[O:4])[C:10]2[S:17][C:18]([S:20]([NH2:23])(=[O:22])=[O:21])=[CH:19][C:9]1=2 |f:0.1|. Solvent: O (water), CO (methanol). The product is OC1C2=C(S(C(C1)CCC)(=O)=O)SC(=C2)S(=O)(=O)N (5,6-Dihydro-4-hydroxy-6-(n-propyl)-4H-thieno[2,3-b]thiopyran-2-sulfonamide-7,7-dioxide). Conditions: time 20 hour.